This data is from the Open Reaction Database (ORD), a public repository of structured organic reaction records. The task is: describe an organic reaction: reactants, conditions, products, and yield The reactants are CCOC(=O)C (EtOAc), NaIO4, COC1=C(C=2C3CCC(C2C(=C1)O)C3)O (1,2,3,4-tetrahydro-6-methoxy-1,4-methanonaphthalene-5,8-diol). The solvent is C(Cl)(Cl)Cl (CHCl3), O (water), C(Cl)(Cl)Cl (CHCl3). Product: COC=1C(C=2C3CCC(C2C(C1)=O)C3)=O (1,2,3,4-Tetrahydro-6-methoxy-1,4-methanonaphthalene-5,8-dione). RXN SMILES: [CH3:1][O:2][C:3]1[CH:12]=[C:11]([OH:13])[C:10]2[CH:9]3[CH2:14][CH:6]([CH2:7][CH2:8]3)[C:5]=2[C:4]=1[OH:15].CCOC(C)=O>O.C(Cl)(Cl)Cl>[CH3:1][O:2][C:3]1[C:4](=[O:15])[C:5]2[CH:6]3[CH2:14][CH:9]([C:10]=2[C:11](=[O:13])[CH:12]=1)[CH2:8][CH2:7]3. Procedure: To a vigorously stirred solution of NaIO4 (1.69 g, 7.89 mmol, Baker) in water (50 mL), there was added a solution of 1,2,3,4-tetrahydro-6-methoxy-1,4-methanonaphthalene-5,8-diol (52, 543 mg, 2.63 mmol) in CHCl3 (20 mL). The vigorously stirred reaction immediately became orange. The reaction was allowed to stir for 15 min at rt at which point TLC analysis (10% EtOAc, 90% CHCl3) showed the total consumption of the organic starting material and the formation of a yellow, higher Rf spot. The layers ...